From a dataset of the Open Reaction Database (ORD), a public repository of structured organic reaction records. describe an organic reaction: reactants, conditions, products, and yield Reaction SMILES: [NH2:1][C:2]1[CH:3]=[CH:4][C:5]([O:8][CH3:9])=[N:6][CH:7]=1.[N:10]([O-])=O.[Na+].O.O.[Sn](Cl)Cl.[OH-].[K+]>Cl.O.C(OCC)C>[NH:1]([C:2]1[CH:3]=[CH:4][C:5]([O:8][CH3:9])=[N:6][CH:7]=1)[NH2:10] |f:1.2,3.4.5,6.7|. Yields the product N(N)C=1C=CC(=NC1)OC (5-hydrazino-2-methoxypyridine). Run in O (water), C(C)OCC (Ethyl ether), Cl (HCl), Cl (HCl). The reactants are N(=O)[O-].[Na+] (Sodium nitrite), O.O.[Sn](Cl)Cl (tin (II) chloride dihydrate), [OH-].[K+] (potassium hydroxide), NC=1C=CC(=NC1)OC (5-Amino-2-methoxypyridine). Conditions: temperature 0 celsius, time 30 minute. Isolated yield 91.6%. Procedure: 5-Amino-2-methoxypyridine (5.0 g, 40 mmol) was dissolved in 6 N HCl (10 mL), cooled to 0° C., and vigorously stirred throughout the procedure. Sodium nitrite (2.8 g, 41 mmol) was dissolved in water (10 mL) and this solution was added to the reaction solution. After 30 min, tin (II) chloride dihydrate (52 g, 230 mmol) in 6 N HCl (20 mL) was added, and the reaction slurry was stirred at 0° C. for 2.5 h. The pH was adjusted to 13 with 40% aqueous potassium hydroxide solution. Ethyl ether was added ...